From a dataset of the Open Reaction Database (ORD), a public repository of structured organic reaction records. describe an organic reaction: reactants, conditions, products, and yield Starting materials: Cc1ccccc1, CCOCC, S=C=Nc1ccc(Cl)cc1, COc1ccc(COc2cccnc2N)cc1. The product is COc1ccc(COc2cccnc2NC(=S)Nc2ccc(Cl)cc2)cc1. Reaction SMILES: [CH3:28][c:29]1[cH:30][cH:31][cH:32][cH:33][cH:34]1.[CH3:35][CH2:36][O:37][CH2:38][CH3:39].[Cl:18][c:19]1[cH:20][cH:21][c:22]([N:25]=[C:26]=[S:27])[cH:23][cH:24]1.[NH2:1][c:2]1[n:3][cH:4][cH:5][cH:6][c:7]1[O:8][CH2:9][c:10]1[cH:11][cH:12][c:13]([O:16][CH3:17])[cH:14][cH:15]1>>[NH:1]([c:2]1[n:3][cH:4][cH:5][cH:6][c:7]1[O:8][CH2:9][c:10]1[cH:11][cH:12][c:13]([O:16][CH3:17])[cH:14][cH:15]1)[C:26]([NH:25][c:22]1[cH:21][cH:20][c:19]([Cl:18])[cH:24][cH:23]1)=[S:27].